Dataset: the Open Reaction Database (ORD), a public repository of structured organic reaction records. Task: describe an organic reaction: reactants, conditions, products, and yield Reactants: CC=1N=C(SC1C)N (4,5-Dimethylthiazol-2-ylamine), BrCCOC1=CC=CC=C1 ((2-bromoethoxy)benzene), C12(CC3CC(CC(C1)C3)C2)C(=O)O (1-adamantane carboxylic acid). Yields the product CC=1N(/C(/SC1C)=N/C(=O)C12CC3CC(CC(C1)C3)C2)CCOC2=CC=CC=C2 (N-[(2Z)-4,5-dimethyl-3-(2-phenoxyethyl)-1,3-thiazol-2(3H)-ylidene]adamantane-1-carboxamide). RXN SMILES: [CH3:1][C:2]1[N:3]=[C:4]([NH2:8])[S:5][C:6]=1[CH3:7].Br[CH2:10][CH2:11][O:12][C:13]1[CH:18]=[CH:17][CH:16]=[CH:15][CH:14]=1.[C:19]12([C:29](O)=[O:30])[CH2:28][CH:23]3[CH2:24][CH:25]([CH2:27][CH:21]([CH2:22]3)[CH2:20]1)[CH2:26]2>>[CH3:1][C:2]1[N:3]([CH2:10][CH2:11][O:12][C:13]2[CH:18]=[CH:17][CH:16]=[CH:15][CH:14]=2)/[C:4](=[N:8]/[C:29]([C:19]23[CH2:28][CH:23]4[CH2:22][CH:21]([CH2:27][CH:25]([CH2:24]4)[CH2:26]2)[CH2:20]3)=[O:30])/[S:5][C:6]=1[CH3:7]. Procedure details: 4,5-Dimethylthiazol-2-ylamine, (2-bromoethoxy)benzene and 1-adamantane carboxylic acid were processed according to the method of Example 47 to afford the title compound. 1H NMR (CDCl3, 300 MHz) δ ppm 1.57-1.77 (m, 6 H) 1.83 (d, J=2.50 Hz, 6 H) 1.93-2.03 (m, 3 H) 2.16 (s, 3 H) 2.26 (s, 3 H) 4.34 (t, J=5.30 Hz, 2 H) 4.46 (t, J=5.30 Hz, 2 H) 6.83-7.03 (m, 3 H) 7.23-7.36 (m, 2 H); MS (ESI) m/z 411 (M=H)+. The reactants are C1(=CC=CC=C1)OC(NCC1CCC(CC1)(C1=CC=CC=C1)N(C)C)=O ((4-dimethylamino-4-phenylcyclohexylmethyl)-carbamic acid phenyl ester), N1CCC(CC1)C1=CNC2=CC=CC=C12 (3-piperidine-4-yl-1H-indole). Solvent: O1CCOCC1 (dioxane). Conditions: time 24 hour. The product is CN(C1(CCC(CC1)CNC(=O)N1CCC(CC1)C1=CNC2=CC=CC=C12)C1=CC=CC=C1)C (4-(1H-indol-3-yl)piperidine-1-carboxylic acid-(4-dimethylamino-4-phenylcyclohexylmethyl)-amide). Yield: 33.6%. Reaction SMILES: C1([O:7][C:8](=O)[NH:9][CH2:10][CH:11]2[CH2:16][CH2:15][C:14]([N:23]([CH3:25])[CH3:24])([C:17]3[CH:22]=[CH:21][CH:20]=[CH:19][CH:18]=3)[CH2:13][CH2:12]2)C=CC=CC=1.[NH:27]1[CH2:32][CH2:31][CH:30]([C:33]2[C:41]3[C:36](=[CH:37][CH:38]=[CH:39][CH:40]=3)[NH:35][CH:34]=2)[CH2:29][CH2:28]1>O1CCOCC1>[CH3:24][N:23]([CH3:25])[C:14]1([C:17]2[CH:18]=[CH:19][CH:20]=[CH:21][CH:22]=2)[CH2:15][CH2:16][CH:11]([CH2:10][NH:9][C:8]([N:27]2[CH2:32][CH2:31][CH:30]([C:33]3[C:41]4[C:36](=[CH:37][CH:38]=[CH:39][CH:40]=4)[NH:35][CH:34]=3)[CH2:29][CH2:28]2)=[O:7])[CH2:12][CH2:13]1. Procedure: The diastereoisomer mixture of (4-dimethylamino-4-phenylcyclohexylmethyl)-carbamic acid phenyl ester (599 mg, 1.7 mmole) was added to a solution of 3-piperidine-4-yl-1H-indole (340.5 mg, 1.7 mmole) in dioxane (12 ml). The reaction mixture was a clear solution above 40° C., and this solution was boiled for 24 hours under reflux. No precipitate was formed even at RT. The solvent was distilled off in vacuo. The residue contained, besides phenol, the two diastereoisomers of 4-(1H-indol-3-yl)piperidi... The reactants are C(CC(O)(C(=O)O)CC(=O)O)(=O)O (citric acid), NC=1C(=CC(=C(C1)N1C=C(C(C2=CC(=C(C(=C12)F)F)[N+](=O)[O-])=O)C(=O)O)F)F (1-(5-Amino-2,4-difluorophenyl)-7,8-difluoro-6-nitro-4-oxo-1,4-dihydroquinoline-3-carboxylic acid), aqueous solution, CN (methylamine). Solvent: N1=CC=CC=C1 (pyridine). Conditions: time 1 hour. Product: NC=1C(=CC(=C(C1)N1C=C(C(C2=CC(=C(C(=C12)F)NC)[N+](=O)[O-])=O)C(=O)O)F)F (1-(5-Amino-2,4-difluorophenyl)-8-fluoro-7-methylamino-6-nitro-1,4-dihydro-oxoquinoline-3-carboxylic Acid). RXN SMILES: [NH2:1][C:2]1[C:3]([F:28])=[CH:4][C:5]([F:27])=[C:6]([N:8]2[C:17]3[C:12](=[CH:13][C:14]([N+:20]([O-:22])=[O:21])=[C:15](F)[C:16]=3[F:18])[C:11](=[O:23])[C:10]([C:24]([OH:26])=[O:25])=[CH:9]2)[CH:7]=1.[CH3:29][NH2:30].C(O)(=O)CC(CC(O)=O)(C(O)=O)O>N1C=CC=CC=1>[NH2:1][C:2]1[C:3]([F:28])=[CH:4][C:5]([F:27])=[C:6]([N:8]2[C:17]3[C:12](=[CH:13][C:14]([N+:20]([O-:22])=[O:21])=[C:15]([NH:30][CH3:29])[C:16]=3[F:18])[C:11](=[O:23])[C:10]([C:24]([OH:26])=[O:25])=[CH:9]2)[CH:7]=1. Procedure details: 1-(5-Amino-2,4-difluorophenyl)-7,8-difluoro-6-nitro-4-oxo-1,4-dihydroquinoline-3-carboxylic acid (70 mg) was added to a mixed liquid of a 40% aqueous solution (80 mg) of methylamine and pyridine (2 ml), and the mixture was stirred at room temperature for 1 hour. The solution was acidified with 3% citric acid (10 ml), and solids formed were collected by filtration. The solids were washed with water, ethanol and hexane to obtain the title compound (56 mg) as a yellow powder. Starting materials: dimethylsulphoxides, [H-].[Na+] (sodium hydride), [I-].C[S+](=O)(C)C (trimethyloxosulphonium iodide), ClC1=C(C(=O)C2=CC=C(C=C2)C2=CC=CC=C2)C=CC=C1 (2-chloro-4'-phenyl-benzophenone), [H][H] (hydrogen). The solvent is CS(=O)C (dimethylsulphoxide), O (water). Run at temperature 50 celsius, time 1 hour. Product: C1(=CC=C(C=C1)C1(OC1)C1=C(C=CC=C1)Cl)C1=CC=CC=C1 (2-(4-biphenylyl)-2-(2-chlorophenyl)-oxirane). Isolated yield 65.2%. As a reaction SMILES: [H-].[Na+].[I-].[CH3:4][S+](C)(C)=O.[H][H].[Cl:11][C:12]1[CH:31]=[CH:30][CH:29]=[CH:28][C:13]=1[C:14]([C:16]1[CH:21]=[CH:20][C:19]([C:22]2[CH:27]=[CH:26][CH:25]=[CH:24][CH:23]=2)=[CH:18][CH:17]=1)=[O:15]>CS(C)=O.O>[C:19]1([C:22]2[CH:27]=[CH:26][CH:25]=[CH:24][CH:23]=2)[CH:18]=[CH:17][C:16]([C:14]2([C:13]3[CH:28]=[CH:29][CH:30]=[CH:31][C:12]=3[Cl:11])[CH2:4][O:15]2)=[CH:21][CH:20]=1 |f:0.1,2.3|. Procedure details: 90 ml of dimethylsulphoxides are added to 2.7 g (0.09 mol) of 80% strength sodium hydride and 19.8 g (0.09 mol) of trimethyloxosulphonium iodide in the course of 20 minutes. When the evolution of hydrogen has ended, a solution of 22 g (0.075 mol) of 2-chloro-4'-phenyl-benzophenone in 60 ml of dimethylsulphoxide is added dropwise and the mixture is subsequently stirred at 50° C. for 1 hour. 200 ml of water are added to the cooled reaction mixture and the mixture is extracted by shaking with ether... The reactants are C(OC)(OC)OC (trimethyl orthoformate), N1N=C(C=C1)C=O (pyrazol-3-carboxaldehyde), C(C)(=O)O (acetic acid), C(#N)[BH3-].[Na+] (sodium cyanoborohydride), N1C(=NC=C1)CNCC1=C(C(=O)NCCCCN(CCC)CCC)C=CC=C1 ([N-(1H-imidazol-2-ylmethyl)amino]methyl-N-(4-dipropylaminobutyl)benzamide). Run in CO (methanol). Conditions: time 10 minute. The product is C(CC)N(CCCCNC(C1=CC=C(C=C1)CN(CC1=NNC=C1)CC=1NC=CN1)=O)CCC (N-(4-dipropylaminobutyl)-4-{[(1H-imidazol-2-ylmethyl)-(1H-pyrazol-3-ylmethyl)-amino]-methyl}-benzamide). RXN SMILES: [NH:1]1[CH:5]=[CH:4][N:3]=[C:2]1[CH2:6][NH:7][CH2:8][C:9]1[CH:28]=[CH:27][CH:26]=[CH:25][C:10]=1C(NCCCCN(CCC)CCC)=O.C([O:34][CH3:35])(OC)OC.[NH:36]1[CH:40]=[CH:39][C:38]([CH:41]=O)=[N:37]1.[C:43]([BH3-])#[N:44].[Na+].[C:47](O)(=O)[CH3:48]>CO>[CH2:26]([N:44]([CH2:43][CH2:47][CH3:48])[CH2:25][CH2:10][CH2:9][CH2:8][NH:7][C:35](=[O:34])[C:26]1[CH:25]=[CH:10][C:9]([CH2:8][N:7]([CH2:6][C:2]2[NH:1][CH:5]=[CH:4][N:3]=2)[CH2:41][C:38]2[CH:39]=[CH:40][NH:36][N:37]=2)=[CH:28][CH:27]=1)[CH2:27][CH3:28] |f:3.4|. Procedure details: The compound (53.8 mg) obtained in Example 1-4 was dissolved in methanol (0.8 ml). Then, the solution was added with trimethyl orthoformate (50 μl), acetic acid (50 μl), and pyrazol-3-carboxaldehyde (manufactured by Merck, Inc.) (24.9 mg) and stirred at room temperature for 10 minutes. Subsequently, sodium cyanoborohydride (24.4 mg) was added, followed by stirring overnight at room temperature. The solvent was distilled off under reduced pressure and then the residue was dissolved in chloroform,... Starting materials: CNC(=S)NS(=O)(=O)c1cc(CCNC(=O)c2cc(C(C)(C)C)ccc2OC)ccc1OC, Cl, [Na+], [OH-], OO. Product: CNC(=O)NS(=O)(=O)c1cc(CCNC(=O)c2cc(C(C)(C)C)ccc2OC)ccc1OC. RXN SMILES: [C:1]([CH3:2])([CH3:3])([CH3:4])[c:5]1[cH:6][cH:7][c:8]([O:32][CH3:33])[c:9]([C:10](=[O:11])[NH:12][CH2:13][CH2:14][c:15]2[cH:16][cH:17][c:18]([O:29][CH3:30])[c:19]([S:21](=[O:22])(=[O:23])[NH:24][C:25](=[S:26])[NH:27][CH3:28])[cH:20]2)[cH:31]1.[ClH:36].[Na+:38].[OH-:37].[OH:34][OH:35]>>[C:1]([CH3:2])([CH3:3])([CH3:4])[c:5]1[cH:6][cH:7][c:8]([O:32][CH3:33])[c:9]([C:10](=[O:11])[NH:12][CH2:13][CH2:14][c:15]2[cH:16][cH:17][c:18]([O:29][CH3:30])[c:19]([S:21](=[O:22])(=[O:23])[NH:24][C:25]([NH:27][CH3:28])=[O:34])[cH:20]2)[cH:31]1.